The task is: describe an organic reaction: reactants, conditions, products, and yield. This data is from the Open Reaction Database (ORD), a public repository of structured organic reaction records. Reactants: C(C)(C)N(C(C1=CC=NC=C1)=O)C(C)C (N,N-diisopropylisonicotinamide), C(C)(=O)OC=1C=CC2=C(C(OC(=N2)C)=O)C1 (6-acetoxy-2-methyl-4H-3,1-benzoxazin-4-one). Yields the product C(C)(=O)OC=1C=CC2=C(C(C3=C(C(N2)=O)C=CN=C3)=O)C1 (9-Acetoxy-5,11-dihydropyrido[4,3-c][1]benzazepin-5,11(6H)-dione). As a reaction SMILES: [CH:1]([N:4](C(C)C)[C:5](=O)[C:6]1C=CN=CC=1)(C)[CH3:2].[C:16]([O:19][C:20]1[CH:21]=[CH:22][C:23]2[N:28]=[C:27]([CH3:29])[O:26][C:25](=[O:30])[C:24]=2[CH:31]=1)(=[O:18])[CH3:17]>>[C:16]([O:19][C:20]1[CH:21]=[CH:22][C:23]2[NH:28][C:27](=[O:26])[C:29]3[CH:2]=[CH:1][N:4]=[CH:5][C:6]=3[C:25](=[O:30])[C:24]=2[CH:31]=1)(=[O:18])[CH3:17]. Reported procedure: The entitled compound (II-3) was synthesized from the compound (1a) and 6-acetoxy-2-methyl-4H-3,1-benzoxazin-4-one (2c) in the same manner as in Example 1. Starting materials: BrCCBr, ClCCl, Fc1cc(F)cc(S)c1, [Na+], [OH-], O. The product is Fc1cc(F)cc(SCCBr)c1. RXN SMILES: [Br:15][CH2:16][CH2:17][Br:18].[Cl:12][CH2:13][Cl:14].[F:3][c:4]1[cH:5][c:6]([SH:11])[cH:7][c:8]([F:10])[cH:9]1.[Na+:2].[OH-:1].[OH2:19]>>[F:3][c:4]1[cH:5][c:6]([S:11][CH2:17][CH2:16][Br:15])[cH:7][c:8]([F:10])[cH:9]1. The reactants are CC(=O)O[BH-](OC(C)=O)OC(C)=O, C1CCOC1, COc1ccc(CN(c2ccccc2)c2cc(CN3CCC(=O)CC3)nn3ccnc23)cc1, CCOC(C)=O, NCc1ccccc1, [Na+], [Na+], [OH-]. Yields the product COc1ccc(CN(c2ccccc2)c2cc(CN3CCC(NCc4ccccc4)CC3)nn3ccnc23)cc1. As a reaction SMILES: [C:47]([O:48][BH-:49]([O:50][C:51](=[O:52])[CH3:53])[O:54][C:55](=[O:56])[CH3:57])(=[O:58])[CH3:59].[CH2:34]1[O:35][CH2:36][CH2:37][CH2:38]1.[CH3:1][O:2][c:3]1[cH:4][cH:5][c:6]([CH2:7][N:8]([c:9]2[c:10]3[n:11]([n:12][c:13]([CH2:15][N:16]4[CH2:17][CH2:18][C:19](=[O:22])[CH2:20][CH2:21]4)[cH:14]2)[cH:23][cH:24][n:25]3)[c:26]2[cH:27][cH:28][cH:29][cH:30][cH:31]2)[cH:32][cH:33]1.[CH3:61][CH2:62][O:63][C:64](=[O:65])[CH3:66].[NH2:39][CH2:40][c:41]1[cH:42][cH:43][cH:44][cH:45][cH:46]1.[Na+:60].[Na+:68].[OH-:67]>>[CH3:1][O:2][c:3]1[cH:4][cH:5][c:6]([CH2:7][N:8]([c:9]2[c:10]3[n:11]([n:12][c:13]([CH2:15][N:16]4[CH2:17][CH2:18][CH:19]([NH:39][CH2:40][c:41]5[cH:42][cH:43][cH:44][cH:45][cH:46]5)[CH2:20][CH2:21]4)[cH:14]2)[cH:23][cH:24][n:25]3)[c:26]2[cH:27][cH:28][cH:29][cH:30][cH:31]2)[cH:32][cH:33]1. The reactants are CC(C)(C)OC(=O)N1CCNCC1, CS(C)=O, O=Cc1ccc(F)cc1[N+](=O)[O-], O. Product: CC(C)(C)OC(=O)N1CCN(c2ccc(C=O)c([N+](=O)[O-])c2)CC1. RXN SMILES: [C:13]([CH3:14])([CH3:15])([CH3:16])[O:17][C:18](=[O:19])[N:20]1[CH2:21][CH2:22][NH:23][CH2:24][CH2:25]1.[CH3:27][S:28]([CH3:29])=[O:30].[F:1][c:2]1[cH:3][c:4]([N+:10](=[O:11])[O-:12])[c:5]([CH:6]=[O:7])[cH:8][cH:9]1.[OH2:26]>>[c:2]1([N:23]2[CH2:22][CH2:21][N:20]([C:18]([O:17][C:13]([CH3:14])([CH3:15])[CH3:16])=[O:19])[CH2:25][CH2:24]2)[cH:3][c:4]([N+:10](=[O:11])[O-:12])[c:5]([CH:6]=[O:7])[cH:8][cH:9]1. Starting materials: Cl, Cc1cc(S(=O)(=O)Nc2nccs2)ccc1NC(=O)C(F)(F)F, [Na+], [OH-], O. The product is Cc1cc(S(=O)(=O)Nc2nccs2)ccc1N. As a reaction SMILES: [ClH:26].[F:1][C:2]([F:3])([F:4])[C:22]([NH:5][c:6]1[c:7]([CH3:21])[cH:8][c:9]([S:12]([NH:13][c:14]2[s:15][cH:16][cH:17][n:18]2)(=[O:19])=[O:20])[cH:10][cH:11]1)=[O:23].[Na+:25].[OH-:24].[OH2:27]>>[NH2:5][c:6]1[c:7]([CH3:21])[cH:8][c:9]([S:12]([NH:13][c:14]2[s:15][cH:16][cH:17][n:18]2)(=[O:19])=[O:20])[cH:10][cH:11]1. The reactants are C(C)OC(=O)C=1N(C(=C(C1C)S(=O)(=O)N1CCOCCC1)C)CC1=NOC(=C1)C=1SC(=CC1)Cl ([5-(5-chloro-thiophen-2-yl)-isoxazol-3-ylmethyl]-3,5-dimethyl-4-([1,4]oxazepane-4-sulfonyl)-1H-pyrrole-2-carboxylic acid ethyl ester), LiOH monohydrate, 2h. Run in C1CCOC1.O (THF water). The product is ClC1=CC=C(S1)C1=CC(=NO1)CN1C(=C(C(=C1C)S(=O)(=O)N1CCOCCC1)C)C(=O)O (1-[5-(5-chloro-thiophen-2-yl)-isoxazol-3-ylmethyl]-3,5-dimethyl-4-([1,4]oxazepane-4-sulfonyl)-1H-pyrrole-2-carboxylic acid). The yield is 84.5%. RXN SMILES: C([O:3][C:4]([C:6]1[N:7]([CH2:23][C:24]2[CH:28]=[C:27]([C:29]3[S:30][C:31]([Cl:34])=[CH:32][CH:33]=3)[O:26][N:25]=2)[C:8]([CH3:22])=[C:9]([S:12]([N:15]2[CH2:21][CH2:20][CH2:19][O:18][CH2:17][CH2:16]2)(=[O:14])=[O:13])[C:10]=1[CH3:11])=[O:5])C>C1COCC1.O>[Cl:34][C:31]1[S:30][C:29]([C:27]2[O:26][N:25]=[C:24]([CH2:23][N:7]3[C:8]([CH3:22])=[C:9]([S:12]([N:15]4[CH2:21][CH2:20][CH2:19][O:18][CH2:17][CH2:16]4)(=[O:14])=[O:13])[C:10]([CH3:11])=[C:6]3[C:4]([OH:5])=[O:3])[CH:28]=2)=[CH:33][CH:32]=1 |f:1.2|. Reported procedure: To a solution of [5-(5-chloro-thiophen-2-yl)-isoxazol-3-ylmethyl]-3,5-dimethyl-4-([1,4]oxazepane-4-sulfonyl)-1H-pyrrole-2-carboxylic acid ethyl ester (100 mg) in 20 mL of THF/water(3:1) was added LiOH monohydrate (200 mg) The mixture was stirred for 2h at 45° C. and for 6 h at 60° C. whereupon it was cooled to RT, concentrated, acidified with 2M HCl to pH=2 and extracted with DCM (3×30 mL). The combined organic layers were dried (MgSO4) and concentrated to give crude 1-[5-(5-chloro-thiophen-2-yl... The reactants are C(CCC)[Li] (n-butyllithium), C(C)OC=1C=CC=2N(C3=CC=C(C=C3OC2C1)OCC)CC (3,7-diethoxy-10-ethyl-10H-phenoxazine), 2-(methoxyethoxy)methyl chloride, C([O-])(O)=O.[Na+] (sodium bicarbonate), C(C)OCC (diethyl ether). The solvent is O1CCCC1 (tetrahydrofuran). Reaction conditions: time 30 minute. The product is C(C)N1C2=C(OC3=C1C=CC(=C3)OCC)C(=C(C=C2)OCC)COCOCCOC (10-ethyl-3,7-diethoxy-4-[[(2-methoxyethoxy)methoxy]methyl]-10H-dibenzo[b,e][1,4]oxazine). Isolated yield 89.0%. As a reaction SMILES: [CH2:1]([Li])CCC.[CH2:6]([O:8][C:9]1[CH:10]=[CH:11][C:12]2[N:13]([CH2:26][CH3:27])[C:14]3[C:19]([O:20][C:21]=2[CH:22]=1)=[CH:18][C:17]([O:23][CH2:24][CH3:25])=[CH:16][CH:15]=3)[CH3:7].[C:28](=[O:31])(O)[O-:29].[Na+].[CH2:33]([O:35][CH2:36]C)[CH3:34]>O1CCCC1>[CH2:26]([N:13]1[C:12]2[CH:11]=[CH:10][C:9]([O:8][CH2:6][CH3:7])=[CH:22][C:21]=2[O:20][C:19]2[C:18]([CH2:1][O:29][CH2:28][O:31][CH2:34][CH2:33][O:35][CH3:36])=[C:17]([O:23][CH2:24][CH3:25])[CH:16]=[CH:15][C:14]1=2)[CH3:27] |f:2.3|. Procedure: 2.1 ml of n-butyllithium solution (1.6M in hexane) were added at -78° to a solution of 1.0 g (3.04 mmol) of 3,7-diethoxy-10-ethyl-10H-phenoxazine in 10 ml of absolute tetrahydrofuran. The reaction mixture was stirred at -78° for 30 minutes, brought slowly to 0°, treated with 0.45 ml of 2-(methoxyethoxy)methyl chloride, stirred at room temperature for 2 hours and then poured into ice, saturated sodium bicarbonate solution and diethyl ether. The aqueous phase was extracted twice with diethyl ether...